describe an organic reaction: reactants, conditions, products, and yield From a dataset of the Open Reaction Database (ORD), a public repository of structured organic reaction records. The reactants are FC1(C[C@@H](CC1)[C@](C(=O)OC1CCN(CC1)C(=O)OC(C)(C)C)(C1=CC=C(C=C1)CO)O)F (t-butyl 4-((2R)-2-((1R)-3,3-difluorocyclopentyl)-2-hydroxy-2-(4-(hydroxymethyl)phenyl)-ethanoyloxy)tetrahydropyridine-1(2H)-carboxylate), CN(C)C1=NC=CC=C1 (dimethylaminopyridine), C(C)(=O)OC(C)=O (acetic anhydride). The solvent is C(Cl)(Cl)Cl (chloroform), C(C)N(CC)CC (triethylamine), C(C)(=O)OCC (ethyl acetate). Yields the product FC1(C[C@@H](CC1)[C@](C(=O)OC1CCN(CC1)C(=O)OC(C)(C)C)(C1=CC=C(C=C1)COC(C)=O)O)F (t-butyl 4-((2R)-2-((1R)-3,3-difluorocyclopentyl)-2-hydroxy-2-(4-((acetyloxy)methyl)phenyl)ethanoyloxy)tetrahydropyridine-1(2H)-carboxylate). RXN SMILES: [F:1][C:2]1([F:33])[CH2:6][CH2:5][C@@H:4]([C@@:7]([OH:32])([C:24]2[CH:29]=[CH:28][C:27]([CH2:30][OH:31])=[CH:26][CH:25]=2)[C:8]([O:10][CH:11]2[CH2:16][CH2:15][N:14]([C:17]([O:19][C:20]([CH3:23])([CH3:22])[CH3:21])=[O:18])[CH2:13][CH2:12]2)=[O:9])[CH2:3]1.CN(C1C=CC=CN=1)C.[C:43](OC(=O)C)(=[O:45])[CH3:44]>C(Cl)(Cl)Cl.C(N(CC)CC)C.C(OCC)(=O)C>[F:33][C:2]1([F:1])[CH2:6][CH2:5][C@@H:4]([C@@:7]([OH:32])([C:24]2[CH:29]=[CH:28][C:27]([CH2:30][O:31][C:43](=[O:45])[CH3:44])=[CH:26][CH:25]=2)[C:8]([O:10][CH:11]2[CH2:12][CH2:13][N:14]([C:17]([O:19][C:20]([CH3:23])([CH3:22])[CH3:21])=[O:18])[CH2:15][CH2:16]2)=[O:9])[CH2:3]1. Reported procedure: To a solution of 42 mg of t-butyl 4-((2R)-2-((1R)-3,3-difluorocyclopentyl)-2-hydroxy-2-(4-(hydroxymethyl)phenyl)-ethanoyloxy)tetrahydropyridine-1(2H)-carboxylate in 2 ml of chloroform, 0.015 ml of triethylamine, 0.01 ml of acetic anhydride and 2 mg of dimethylaminopyridine were added successively, followed by an hour's stirring at room temperature. The reaction liquid was diluted with ethyl acetate, washed successively with water and saturated brine, and dried over anhydrous sodium sulfate. Dist... The reactants are CCOC(=O)C=C(C)c1ccc(Br)cc1, C1CCOC1, Cc1ccccc1, CC(C)C[AlH]CC(C)C, CO, Cl. Product: CC(=CCO)c1ccc(Br)cc1. RXN SMILES: [Br:17][c:18]1[cH:19][cH:20][c:21]([C:24](=[CH:25][C:26](=[O:27])[O:28][CH2:29][CH3:30])[CH3:31])[cH:22][cH:23]1.[CH2:33]1[O:34][CH2:35][CH2:36][CH2:37]1.[CH3:10][c:11]1[cH:12][cH:13][cH:14][cH:15][cH:16]1.[CH3:1][CH:2]([CH2:3][AlH:4][CH2:5][CH:6]([CH3:7])[CH3:8])[CH3:9].[CH3:38][OH:39].[ClH:32]>>[Br:17][c:18]1[cH:19][cH:20][c:21]([C:24](=[CH:25][CH2:26][OH:27])[CH3:31])[cH:22][cH:23]1.